Dataset: the Open Reaction Database (ORD), a public repository of structured organic reaction records. Task: describe an organic reaction: reactants, conditions, products, and yield Starting materials: Cl.C(C1=CC=CC=C1)OC(NC[C@H]([C@H](CC1=CC=CC=C1)N)O)=O (((2R,3S)-3-amino-2-hydroxy-4-phenyl-butyl)-carbamic acid benzyl ester hydrochloride), C=1C=CC2=C(C1)N=NN2O (HOBT), CCN=C=NCCCN(C)C.Cl (EDAC.HCl), O=C1N(CCC1)C=1C=C(C(=O)O)C=C(C1)OCCCCC (3-(2-oxo-pyrrolidin-1-yl)-5-pentyloxy-benzoic acid). Solvent: C(Cl)Cl (CH2Cl2), C(Cl)Cl (CH2Cl2). Run at time 5 minute. Product: C(C1=CC=CC=C1)OC(NC[C@H]([C@H](CC1=CC=CC=C1)NC(=O)C1=CC(=CC(=C1)OCCCCC)N1C(CCC1)=O)O)=O ([(2R,3S)-2-Hydroxy-3-({1-[3-(2-oxo-pyrrolidin-1-yl)-5-pentyloxy-phenyl]-methanoyl}-amino)-4-phenyl-butyl]-carbamic acid benzyl ester). The yield is 47.7%. As a reaction SMILES: [O:1]=[C:2]1[CH2:6][CH2:5][CH2:4][N:3]1[C:7]1[CH:8]=[C:9]([CH:13]=[C:14]([O:16][CH2:17][CH2:18][CH2:19][CH2:20][CH3:21])[CH:15]=1)[C:10]([OH:12])=O.C1C=CC2N(O)N=NC=2C=1.CCN=C=NCCCN(C)C.Cl.Cl.[CH2:45]([O:52][C:53](=[O:67])[NH:54][CH2:55][C@@H:56]([OH:66])[C@@H:57]([NH2:65])[CH2:58][C:59]1[CH:64]=[CH:63][CH:62]=[CH:61][CH:60]=1)[C:46]1[CH:51]=[CH:50][CH:49]=[CH:48][CH:47]=1>C(Cl)Cl>[CH2:45]([O:52][C:53](=[O:67])[NH:54][CH2:55][C@@H:56]([OH:66])[C@@H:57]([NH:65][C:10]([C:9]1[CH:13]=[C:14]([O:16][CH2:17][CH2:18][CH2:19][CH2:20][CH3:21])[CH:15]=[C:7]([N:3]2[CH2:4][CH2:5][CH2:6][C:2]2=[O:1])[CH:8]=1)=[O:12])[CH2:58][C:59]1[CH:64]=[CH:63][CH:62]=[CH:61][CH:60]=1)[C:46]1[CH:47]=[CH:48][CH:49]=[CH:50][CH:51]=1 |f:2.3,4.5|. Reported procedure: To a suspension of 3-(2-oxo-pyrrolidin-1-yl)-5-pentyloxy-benzoic acid (A13) (530 mg, 1.82 mmol, 1 equiv) in CH2Cl2 (20 ml) were added HOBT (300 mg, 2.2 mmol, 1.2 equiv) and EDAC.HCl (420 mg, 2.2 mmol, 1.2 equiv). After stirring for 5 min, 3-(2-oxo-pyrrolidin-1-yl)-5-pentyloxy-benzoic acid hydrochloride (D104) (570 mg, 1.82 mmol, 1 equiv) was added and the resulting mixture was stirred at room temperature for 16 h. The reaction mixture was then diluted with CH2Cl2 (20 ml) washed with saturated aq... Starting materials: [BH4-], N#Cc1cc(Cl)cc(Oc2c(Br)ccc(C=O)c2F)c1, C1CCOC1, CO, [Na+]. Product: N#Cc1cc(Cl)cc(Oc2c(Br)ccc(CO)c2F)c1. RXN SMILES: [BH4-:1].[Br:3][c:4]1[cH:5][cH:6][c:7]([CH:21]=[O:22])[c:8]([F:20])[c:9]1[O:10][c:11]1[cH:12][c:13]([C:14]#[N:15])[cH:16][c:17]([Cl:19])[cH:18]1.[CH2:23]1[O:24][CH2:25][CH2:26][CH2:27]1.[CH3:28][OH:29].[Na+:2]>>[Br:3][c:4]1[cH:5][cH:6][c:7]([CH2:21][OH:22])[c:8]([F:20])[c:9]1[O:10][c:11]1[cH:12][c:13]([C:14]#[N:15])[cH:16][c:17]([Cl:19])[cH:18]1. Starting materials: O=C(n1ccnc1)n1ccnc1, CNO, O=C(O)Cc1ccccc1Nc1c(Cl)cccc1Cl, ClCCl, Cl, O. Yields the product CN(O)C(=O)Cc1ccccc1Nc1c(Cl)cccc1Cl. RXN SMILES: [C:1]([n:2]1[cH:3][cH:4][n:5][cH:6]1)([n:7]1[cH:8][cH:9][n:10][cH:11]1)=[O:12].[CH3:33][NH:34][OH:35].[Cl:13][c:14]1[c:15]([NH:21][c:22]2[c:23]([CH2:28][C:29](=[O:30])[OH:31])[cH:24][cH:25][cH:26][cH:27]2)[c:16]([Cl:20])[cH:17][cH:18][cH:19]1.[Cl:37][CH2:38][Cl:39].[ClH:32].[OH2:36]>>[Cl:13][c:14]1[c:15]([NH:21][c:22]2[c:23]([CH2:28][C:29](=[O:31])[N:34]([CH3:33])[OH:35])[cH:24][cH:25][cH:26][cH:27]2)[c:16]([Cl:20])[cH:17][cH:18][cH:19]1. Starting materials: CC(CCC)OC(C1=CC=C(C=C1)OC(=O)OCC1=CC=CC=C1)=O (4-carbobenzoxyoxybenzoic acid 1-methylbutyl ester), [H][H] (hydrogen). The reagents and catalysts are [C].[Pd] (palladium carbon), [C].[Pd] (palladium carbon). Run in C(C)(=O)OCC (ethyl acetate). The product is CC(CCC)OC(C1=CC=C(C=C1)O)=O (4-hydroxybenzoic acid 1-methylbutyl ester). Yield: 89.0%. RXN SMILES: [CH3:1][CH:2]([O:6][C:7](=[O:25])[C:8]1[CH:13]=[CH:12][C:11]([O:14]C(OCC2C=CC=CC=2)=O)=[CH:10][CH:9]=1)[CH2:3][CH2:4][CH3:5].[H][H]>C(OCC)(=O)C.[C].[Pd]>[CH3:1][CH:2]([O:6][C:7](=[O:25])[C:8]1[CH:9]=[CH:10][C:11]([OH:14])=[CH:12][CH:13]=1)[CH2:3][CH2:4][CH3:5] |f:3.4|. Procedure details: A solution of 10 m moles of the above 4-carbobenzoxyoxybenzoic acid 1-methylbutyl ester, 0.5 g of palladium carbon (5% catalyst) in 40 ml of ethyl acetate was reacted for four hours in an atmosphere of hydrogen gas. After the reaction, palladium carbon was filtered out using a membrane filter, and the filtrate was concentrated and purified by column chromatography to obtain 1.9 g of 4-hydroxybenzoic acid 1-methylbutyl ester. (yield: 89%) Reactants: C(C)(C)N1CC2=C(NC=3C=CC(=CC23)C)CC1 (2-Isopropyl-8-methyl-2,3,4,5-tetrahydro-1H-pyrido[4,3-b]indole), P(=O)([O-])([O-])[O-].[K+].[K+].[K+] (potassium phosphate), N1[C@H](C(=O)O)CCC1 (L-proline), BrC=C(C)C1=CC=NC=C1 (4-(1-Bromoprop-1-en-2-yl)pyridine). The reagents and catalysts are [Cu]I (copper (I) iodide). The solvent is CN(C)C=O (DMF). Reaction conditions: temperature 140 celsius. Yields the product C(C)(C)N1CC2=C(N(C=3C=CC(=CC23)C)\C=C(/C)\C2=CC=NC=C2)CC1 ((E)-2-isopropyl-8-methyl-5-(2-(pyridin-4-yl)prop-1-enyl)-2,3,4,5-tetrahydro-1H-pyrido[4,3-b]indole). RXN SMILES: [CH:1]([N:4]1[CH2:17][CH2:16][C:7]2[NH:8][C:9]3[CH:10]=[CH:11][C:12]([CH3:15])=[CH:13][C:14]=3[C:6]=2[CH2:5]1)([CH3:3])[CH3:2].P([O-])([O-])([O-])=O.[K+].[K+].[K+].N1CCC[C@H]1C(O)=O.Br[CH:35]=[C:36]([C:38]1[CH:43]=[CH:42][N:41]=[CH:40][CH:39]=1)[CH3:37]>CN(C=O)C.[Cu]I>[CH:1]([N:4]1[CH2:17][CH2:16][C:7]2[N:8](/[CH:35]=[C:36](/[C:38]3[CH:43]=[CH:42][N:41]=[CH:40][CH:39]=3)\[CH3:37])[C:9]3[CH:10]=[CH:11][C:12]([CH3:15])=[CH:13][C:14]=3[C:6]=2[CH2:5]1)([CH3:3])[CH3:2] |f:1.2.3.4|. Reported procedure: 2-Isopropyl-8-methyl-2,3,4,5-tetrahydro-1H-pyrido[4,3-b]indole (114 mg, 0.5 mmol), potassium phosphate (212 mg, 1 mmol), copper (I) iodide (9.5 mg, 0.05 mmol) and L-proline (11.5 mg, 0.1 mmol) were mixed in DMF and the contents were purged with nitrogen. 4-(1-Bromoprop-1-en-2-yl)pyridine (107.83 mg, 0.55 mmol) was added, the reaction mixture was purged with nitrogen and heated overnight at 140° C. The contents were purged with nitrogen and heated overnight at 140° C. The contents were cooled to ... Starting materials: C(=O)([O-])[O-].[K+].[K+] (K2CO3), FC(C1=CC=C(C=N1)NC1=CC=C(C=N1)C1=CC=C(C=C1)C1(CCNCC1)O)(F)F (4-{4-[6-(6-Trifluoromethyl-pyridin-3-ylamino)-pyridin-3-yl]-phenyl}-piperidin-4-ol), C(C)OC(CBr)=O (bromo-acetic acid ethyl ester). Run in CN(C)C=O (DMF). Reaction conditions: time 18 hour. Product: C(C)OC(CN1CCC(CC1)(C1=CC=C(C=C1)C=1C=NC(=CC1)NC=1C=NC(=CC1)C(F)(F)F)O)=O ((4-Hydroxy-4-{4-[6-(6-trifluoromethyl-pyridin-3-ylamino)-pyridin-3-yl]-phenyl}-piperidin-1-yl)-acetic acid ethyl ester). As a reaction SMILES: [F:1][C:2]([F:30])([F:29])[C:3]1[N:8]=[CH:7][C:6]([NH:9][C:10]2[N:15]=[CH:14][C:13]([C:16]3[CH:21]=[CH:20][C:19]([C:22]4([OH:28])[CH2:27][CH2:26][NH:25][CH2:24][CH2:23]4)=[CH:18][CH:17]=3)=[CH:12][CH:11]=2)=[CH:5][CH:4]=1.C([O-])([O-])=O.[K+].[K+].[CH2:37]([O:39][C:40](=[O:43])[CH2:41]Br)[CH3:38]>CN(C=O)C>[CH2:37]([O:39][C:40](=[O:43])[CH2:41][N:25]1[CH2:24][CH2:23][C:22]([OH:28])([C:19]2[CH:18]=[CH:17][C:16]([C:13]3[CH:14]=[N:15][C:10]([NH:9][C:6]4[CH:7]=[N:8][C:3]([C:2]([F:1])([F:29])[F:30])=[CH:4][CH:5]=4)=[CH:11][CH:12]=3)=[CH:21][CH:20]=2)[CH2:27][CH2:26]1)[CH3:38] |f:1.2.3|. Reported procedure: 4-{4-[6-(6-Trifluoromethyl-pyridin-3-ylamino)-pyridin-3-yl]-phenyl}-piperidin-4-ol (153 mg, 0.37 mmol, prepared by analogous procedures described above) was dissolved in DMF (2 mL) and to it was added K2CO3 (128 mg, 0.93 mmol) followed by bromo-acetic acid ethyl ester (0.050 mL, 0.44 mmol) added dropwise, and the reaction was stirred for 18 hours. The reaction mixture was partitioned between 40% EtOAc/hexanes and water, washed with brine, dried with magnesium sulfate, filtered, and concentrated ... Starting materials: COC(CCC1CCN(CC1)C1=CC=C(C=C1)C(F)(F)F)=O (3-[1-(4-trifluoromethyl-phenyl)-piperidin-4-yl]-propionic acid methyl ester), [OH-].[Li+] (lithium hydroxide), O1CCCC1 (tetrahydrofuran). Solvent: O (water), C(C)#N (acetonitrile). The product is [Li+].FC(C1=CC=C(C=C1)N1CCC(CC1)CCC(=O)[O-])(F)F (3-[1-(4-trifluoromethyl-phenyl)-piperidin-4-yl]-propionic acid lithium salt). Isolated yield 77.6%. Reaction SMILES: C[O:2][C:3](=[O:22])[CH2:4][CH2:5][CH:6]1[CH2:11][CH2:10][N:9]([C:12]2[CH:17]=[CH:16][C:15]([C:18]([F:21])([F:20])[F:19])=[CH:14][CH:13]=2)[CH2:8][CH2:7]1.[OH-].[Li+:24].O1CCCC1>O.C(#N)C>[Li+:24].[F:20][C:18]([F:19])([F:21])[C:15]1[CH:16]=[CH:17][C:12]([N:9]2[CH2:10][CH2:11][CH:6]([CH2:5][CH2:4][C:3]([O-:22])=[O:2])[CH2:7][CH2:8]2)=[CH:13][CH:14]=1 |f:1.2,6.7|. Procedure details: To 3-[1-(4-trifluoromethyl-phenyl)-piperidin-4-yl]-propionic acid methyl ester (480 mg; 1.52 mmol, prepared in accordance with Example 139) is added lithium hydroxide (72 mg; 3.00 mmol) dissolved in water (6.5 mL). After dilution with tetrahydrofuran (10 mL) the reaction mixture is stirred for 2-4 hours. The mixture is then diluted with acetonitrile until a precipitate is formed. The solid is collected by filtration and dried under high vacuum to deliver the desired compound (364 mg; 1.18 mmol). The reactants are ClC1=C(C=C(S1)C(C)=O)[N+](=O)[O-] (1-(5-Chloro-4-nitro-2-thienyl)ethanone), CC1=CC(OC2=CC(=CC=C12)S)=O (4-methyl-7-sulfanyl-chromen-2-one). The product is C(C)(=O)C1=CC(=C(S1)SC1=CC=C2C(=CC(OC2=C1)=O)C)[N+](=O)[O-] (7-[(5-acetyl-3-nitro-2-thienyl)sulfanyl]-4-methyl-chromen-2-one), solid. The yield is 23.0%. Reaction SMILES: Cl[C:2]1[S:6][C:5]([C:7](=[O:9])[CH3:8])=[CH:4][C:3]=1[N+:10]([O-:12])=[O:11].[CH3:13][C:14]1[C:23]2[C:18](=[CH:19][C:20]([SH:24])=[CH:21][CH:22]=2)[O:17][C:16](=[O:25])[CH:15]=1>>[C:7]([C:5]1[S:6][C:2]([S:24][C:20]2[CH:19]=[C:18]3[C:23]([C:14]([CH3:13])=[CH:15][C:16](=[O:25])[O:17]3)=[CH:22][CH:21]=2)=[C:3]([N+:10]([O-:12])=[O:11])[CH:4]=1)(=[O:9])[CH3:8]. Reported procedure: Prepared according to the procedure described for example 1 from 1-(5-Chloro-4-nitro-2-thienyl)ethanone (200 mg, 0.98 mmol) and 4-methyl-7-sulfanyl-chromen-2-one (188 mg, 0.98 mmol). The title compound was obtained as a solid (80 mg, 23% yield). 1H NMR (400 MHz, d6-DMSO) δ: 8.52 (1H, s), 8.02 (1H, m), 7.92 (1H, m), 7.79 (1H, m), 6.58 (1H, s), 3.33 (3H, s), 2.50 (3H, s). MS m/z: 362.01 [M+H]+. RXN SMILES: [Cl:1][C:2]1[CH:9]=[C:8]([OH:10])[CH:7]=[CH:6][C:3]=1[C:4]#[N:5].[H-].[Na+].[Br:13][C:14]1[S:15][C:16]([CH2:20]OS(C)(=O)=O)=[C:17]([CH3:19])[N:18]=1.O>CN(C)C=O.C(OCC)(=O)C>[Br:13][C:14]1[S:15][C:16]([CH2:20][O:10][C:8]2[CH:7]=[CH:6][C:3]([C:4]#[N:5])=[C:2]([Cl:1])[CH:9]=2)=[C:17]([CH3:19])[N:18]=1 |f:1.2|. Procedure: To a solution of 2-Chloro-4-hydroxy-benzonitrile (1.6 g, 10.1 mmol) in dry dimethylformamide (30 mL) is carefully added sodium hydride (486 mg, 12.1 mmol). The resulting mixture is stirred for 20 minutes at room temperature. A solution of Methanesulfonic acid 2-bromo-4-methyl-thiazol-5-ylmethyl ester (3.0 g, 10.1 mmol) in dry dimethylformamide (5 mL) is added and the reaction mixture is stirred at room temperature. The reaction mixture is diluted with 100 mL of ethyl acetate after 5 h and water ... The solvent is CN(C=O)C (dimethylformamide), C(C)(=O)OCC (ethyl acetate), CN(C=O)C (dimethylformamide). The product is BrC=1SC(=C(N1)C)COC1=CC(=C(C#N)C=C1)Cl (4-(2-Bromo-4-methyl-thiazol-5-ylmethoxy)-2-chloro-benzonitrile). The yield is 63.4%. Run at time 20 minute. Reactants: ClC1=C(C#N)C=CC(=C1)O (2-Chloro-4-hydroxy-benzonitrile), BrC=1SC(=C(N1)C)COS(=O)(=O)C (Methanesulfonic acid 2-bromo-4-methyl-thiazol-5-ylmethyl ester), [H-].[Na+] (sodium hydride), O (water).